Dataset: the Open Reaction Database (ORD), a public repository of structured organic reaction records. Task: describe an organic reaction: reactants, conditions, products, and yield The reactants are C(CC)N(C1CC2=CC(=C(C=C2C1)C(=O)N)OCC)CCC (2-(Dipropylamino)-6-ethoxy-2,3-dihydro-1H-indene-5-carboxamide), BrCCF (1-Bromo-2-fluoroethane), [H-].[Na+] (Sodium hydride). Solvent: CN(C)C=O (DMF), CN(C)C=O (DMF), CN(C)C=O (DMF), CCCCCC (hexane). Run at time 30 minute. Yields the product C(CC)N(C1CC2=CC(=C(C=C2C1)C(=O)NCCF)OCC)CCC (2-(Dipropylamino)-6-ethoxy-N-(2-fluoroethyl)-2,3-dihydro-1H-indene-5-carboxamide). Reaction SMILES: [H-].[Na+].[CH2:3]([N:6]([CH2:22][CH2:23][CH3:24])[CH:7]1[CH2:15][C:14]2[C:9](=[CH:10][C:11]([O:19][CH2:20][CH3:21])=[C:12]([C:16]([NH2:18])=[O:17])[CH:13]=2)[CH2:8]1)[CH2:4][CH3:5].Br[CH2:26][CH2:27][F:28]>CCCCCC.CN(C=O)C>[CH2:22]([N:6]([CH2:3][CH2:4][CH3:5])[CH:7]1[CH2:15][C:14]2[C:9](=[CH:10][C:11]([O:19][CH2:20][CH3:21])=[C:12]([C:16]([NH:18][CH2:26][CH2:27][F:28])=[O:17])[CH:13]=2)[CH2:8]1)[CH2:23][CH3:24] |f:0.1|. Procedure details: Sodium hydride (0.05 g, 1.2 mmol) was washed with hexane under nitrogen and suspended in DMF (5 mL). 2-(Dipropylamino)-6-ethoxy-2,3-dihydro-1H-indene-5-carboxamide (81, 0.15 g, 0.5 mmol) in DMF (5 mL) was added dropwise at 0-5° C. over 30 min and the mixture stirred 30 min. 1-Bromo-2-fluoroethane (0.26 g, 2 mmol) in DMF (5 mL) was added and the resulting mixture was stirred 3 h. The reaction was quenched with saturated NaHCO3 and extracted with EtOAc. The organic layer is washed with water, brin...